This data is from the Open Reaction Database (ORD), a public repository of structured organic reaction records. The task is: describe an organic reaction: reactants, conditions, products, and yield The reactants are ClCCCO (3-Chloro-1-propanol), C([O-])([O-])=O.[K+].[K+] (potassium carbonate), CC1CNCC(O1)C (2,6-dimethylmorpholine). The solvent is C(C)#N (acetonitrile). The product is C[C@@H]1O[C@@H](CN(C1)CCCO)C (cis-3-(2,6-dimethylmorpholino)-1-propanol). Yield: 28.9%. As a reaction SMILES: Cl[CH2:2][CH2:3][CH2:4][OH:5].C(=O)([O-])[O-].[K+].[K+].[CH3:12][CH:13]1[O:18][CH:17]([CH3:19])[CH2:16][NH:15][CH2:14]1>C(#N)C>[CH3:19][C@H:17]1[CH2:16][N:15]([CH2:2][CH2:3][CH2:4][OH:5])[CH2:14][C@@H:13]([CH3:12])[O:18]1 |f:1.2.3|. Procedure details: 3-Chloro-1-propanol (1.04 g, 11 mmol) followed by potassium carbonate (2.07 g, 15 mmol) was added to a solution of 2,6-dimethylmorpholine (1.15 g, 10 mmol), (supplied by Aldrich Chemical Company Limited as a mixture of isomers), in acetonitrile (15 ml). The mixture was heated at reflux overnight and allowed to cool, the insolubles were removed by filtration and the volatiles were removed from the filtrate by evaporation. The residue was purified by column chromatography on silica eluting with me...